This data is from the Open Reaction Database (ORD), a public repository of structured organic reaction records. The task is: describe an organic reaction: reactants, conditions, products, and yield Reactants: c1cc(N2CCC3(CC2)OCCO3)ncn1, CC(C)=O, Cl. Product: O=C1CCN(c2ccncn2)CC1. As a reaction SMILES: [CH2:1]1[O:2][C:4]2([O:3][CH2:16]1)[CH2:5][CH2:6][N:7]([c:10]1[n:11][cH:12][n:13][cH:14][cH:15]1)[CH2:8][CH2:9]2.[CH3:18][C:19](=[O:20])[CH3:21].[ClH:17]>>[O:3]=[C:4]1[CH2:5][CH2:6][N:7]([c:10]2[n:11][cH:12][n:13][cH:14][cH:15]2)[CH2:8][CH2:9]1. Starting materials: C(C1=CC=CC=C1)(=O)O[C@@H]1[C@H](O[C@H]([C@@H]1OC(C1=CC=CC=C1)=O)N1C2=NC(=NC(=C2N=C1)NCC(C1=CC=CC=C1)C1=CC=CC=C1)C#N)C(=O)NCC ((2S,3S,4R,5R)-4-(benzoyloxy)-5-{2-cyano-6-[(2,2-diphenylethyl)amino]-9H-purin-9-yl}-2-[(ethylamino)carbonyl]tetrahydro-3-furanyl benzoate), N (ammonia). The solvent is C(C)O (ethanol). Run at time 18 hour. The product is C(#N)C1=NC(=C2N=CN(C2=N1)[C@H]1[C@@H]([C@@H]([C@H](O1)C(=O)NCC)O)O)NCC(C1=CC=CC=C1)C1=CC=CC=C1 ((2S,3S,4R,5R)-5-{2-Cyano-6-[(2,2-diphenylethyl)amino]-9H-purin-9-yl}-N-ethyl-3,4-dihydroxytetrahydro-2-furancarboxamide). Isolated yield 82.7%. Reaction SMILES: C([O:9][C@H:10]1[C@@H:14]([O:15]C(=O)C2C=CC=CC=2)[C@H:13]([N:24]2[CH:32]=[N:31][C:30]3[C:25]2=[N:26][C:27]([C:48]#[N:49])=[N:28][C:29]=3[NH:33][CH2:34][CH:35]([C:42]2[CH:47]=[CH:46][CH:45]=[CH:44][CH:43]=2)[C:36]2[CH:41]=[CH:40][CH:39]=[CH:38][CH:37]=2)[O:12][C@@H:11]1[C:50]([NH:52][CH2:53][CH3:54])=[O:51])(=O)C1C=CC=CC=1.N>C(O)C>[C:48]([C:27]1[N:26]=[C:25]2[C:30]([N:31]=[CH:32][N:24]2[C@@H:13]2[O:12][C@H:11]([C:50]([NH:52][CH2:53][CH3:54])=[O:51])[C@@H:10]([OH:9])[C@H:14]2[OH:15])=[C:29]([NH:33][CH2:34][CH:35]([C:42]2[CH:43]=[CH:44][CH:45]=[CH:46][CH:47]=2)[C:36]2[CH:37]=[CH:38][CH:39]=[CH:40][CH:41]=2)[N:28]=1)#[N:49]. Procedure: A solution of (2S,3S,4R,5R)-4-(benzoyloxy)-5-{2-cyano-6-[(2,2-diphenylethyl)amino]-9H-purin-9-yl}-2-[(ethylamino)carbonyl]tetrahydro-3-furanyl benzoate (Preparation 7) (4.75 g, 6.59 mmol) in ethanol (200 ml) was saturated with ammonia gas and stirred at room temperature for 18 hours. The solvent was removed under reduced pressure and the residue was purified by column chromatography on silica gel eluting with a gradient system of dichloromethane:methanol (95:5 by volume) gradually changing to di... The reactants are OC1=C(C=CC(=C1)OCCCCCCCC)C1=NC(=NC(=N1)C1=C(C=C(C=C1)OCCCCCCCC)O)C1=C(C=C(C=C1)OCCCCCCCC)O (2,4,6-tris(2-hydroxy-4-octyloxyphenyl)-1,3,5-triazine), OC1=C(C=CC(=C1)OCCCCCCCC)C1=NC(=NC(=N1)C1=CC=C(C=C1)C)C1=CC=C(C=C1)C (2-(2-hydroxy-4-octyloxyphenyl)-4,6-bis(4-methylphenyl)-1,3,5-triazine), OC1=C(C=CC(=C1)OCCC)C1=NC(=NC(=N1)C1=C(C=C(C=C1)OCCC)O)C1=C(C=C(C=C1)C)C (2,4-bis(2-hydroxy-4-propyloxyphenyl)-6-(2,4-dimethylphenyl)-1,3,5-triazine), OC1=C(C=CC(=C1)OCC(COCCCCCCCC)O)C1=NC(=NC(=N1)C1=C(C=C(C=C1)C)C)C1=C(C=C(C=C1)C)C (2-[2-hydroxy-4-(2-hydroxy-3-octyloxypropoxy)phenyl]-4,6-bis (2,4-dimethylphenyl)-1,3,5-triazine), OC1=C(C=CC(=C1)OCC(COCCCC)O)C1=NC(=NC(=N1)C1=C(C=C(C=C1)C)C)C1=C(C=C(C=C1)C)C (2-[2-hydroxy-4-(2-hydroxy-3-butyloxypropoxy)phenyl]-4,6-bis (2,4-dimethylphenyl)-1,3,5-triazine), OC1=C(C=CC(=C1)OCCCCCCCC)C1=NC(=NC(=N1)C1=C(C=C(C=C1)C)C)C1=C(C=C(C=C1)C)C (2-(2-hydroxy-4-octyloxyphenyl)-4,6-bis(2,4-dimethylphenyl)-1,3,5-triazine), OC1=C(C=CC(=C1)O)C1=NC(=NC(=N1)C1=C(C=C(C=C1)C)C)C1=C(C=C(C=C1)C)C (2,4-dihydroxyphenyl-4,6-bis(2,4-dimethylphenyl]-1,3,5-triazine), OC1=C(C=CC(=C1)OCCCCCCCCCCCC)C1=NC(=NC(=N1)C1=C(C=C(C=C1)C)C)C1=C(C=C(C=C1)C)C (2-[2-hydroxy-4-dodecyloxyphenyl)-4,6-bis(2,4-dimethylphenyl]-1,3,5-triazine). Yields the product OC1=C(C=CC=C1)C1=NC=NC=N1 (2-(2-hydroxyphenyl)-1,3,5-triazine). Reaction SMILES: [OH:1][C:2]1[CH:7]=[C:6](OCCCCCCCC)[CH:5]=[CH:4][C:3]=1[C:17]1[N:22]=[C:21](C2C=CC(OCCCCCCCC)=CC=2O)[N:20]=[C:19](C2C=CC(OCCCCCCCC)=CC=2O)[N:18]=1.OC1C=C(OCCCCCCCC)C=CC=1C1N=C(C2C=CC(C)=CC=2C)N=C(C2C=CC(C)=CC=2C)N=1.OC1C=C(O)C=CC=1C1N=C(C2C=CC(C)=CC=2C)N=C(C2C=CC(C)=CC=2C)N=1.OC1C=C(OCCC)C=CC=1C1N=C(C2C=CC(OCCC)=CC=2O)N=C(C2C=CC(C)=CC=2C)N=1.OC1C=C(OCCCCCCCC)C=CC=1C1N=C(C2C=CC(C)=CC=2)N=C(C2C=CC(C)=CC=2)N=1.OC1C=C(OCCCCCCCCCCCC)C=CC=1C1N=C(C2C=CC(C)=CC=2C)N=C(C2C=CC(C)=CC=2C)N=1.OC1C=C(OCC(O)COCCCC)C=CC=1C1N=C(C2C=CC(C)=CC=2C)N=C(C2C=CC(C)=CC=2C)N=1.OC1C=C(OCC(O)COCCCCCCCC)C=CC=1C1N=C(C2C=CC(C)=CC=2C)N=C(C2C=CC(C)=CC=2C)N=1>>[OH:1][C:2]1[CH:7]=[CH:6][CH:5]=[CH:4][C:3]=1[C:17]1[N:18]=[CH:19][N:20]=[CH:21][N:22]=1. Procedure details: 2,4,6-tris(2-hydroxy-4-octyloxyphenyl)-1,3,5-triazine, 2-(2-hydroxy-4-octyloxyphenyl)-4,6-bis(2,4-dimethylphenyl)-1,3,5-triazine, 2-[2,4-dihydroxyphenyl-4,6-bis(2,4-dimethylphenyl]-1,3,5-triazine, 2,4-bis(2-hydroxy-4-propyloxyphenyl)-6-(2,4-dimethylphenyl)-1,3,5-triazine, 2-(2-hydroxy-4-octyloxyphenyl)-4,6-bis(4-methylphenyl)-1,3,5-triazine, 2-[2-hydroxy-4-dodecyloxyphenyl)-4,6-bis(2,4-dimethylphenyl]-1,3,5-triazine, 2-[2-hydroxy-4-(2-hydroxy-3-butyloxypropoxy)phenyl]-4,6-bis (2,4-dimethylphenyl... Reactants: CC1=CC=C(C=C1)O (4-methylphenol), C(C)OC1=CC=C(C(C(=O)O)O)C=C1 (4-ethoxymandelic acid). Run at time 2 hour. Yields the product C(C)OC1=CC=C(C=C1)C1C(OC2=C1C=C(C=C2)C)=O (3-(4-ethoxyphenyl)-5-methylbenzofuran-2-one). Isolated yield 76.0%. Reaction SMILES: [CH3:1][C:2]1[CH:7]=[CH:6][C:5](O)=[CH:4][CH:3]=1.[CH2:9]([O:11][C:12]1[CH:22]=[CH:21][C:15]([CH:16](O)[C:17]([OH:19])=[O:18])=[CH:14][CH:13]=1)[CH3:10]>>[CH2:9]([O:11][C:12]1[CH:22]=[CH:21][C:15]([CH:16]2[C:4]3[CH:3]=[C:2]([CH3:1])[CH:7]=[CH:6][C:5]=3[O:19][C:17]2=[O:18])=[CH:14][CH:13]=1)[CH3:10]. Reported procedure: A mixture of 162 g (1.50 mol) of 4-methylphenol and 196.2 g (1.0 mol) of 4-ethoxymandelic acid are stirred under nitrogen for 2 hours at 140°-150° C. Stirring is then continued for 1.5 hours at 150° C. under a slight vacuum (50 mbar). Excess 4-methoxyphenol is removed by distillation under a high vacuum. Crystallisation of the residue from xylene/ethanol yields 204 g (76%) of 3-(4-ethoxyphenyl)-5-methylbenzofuran-2-one of m.p. 82°-86° C. Product: COc1ccc(C(=CC(=O)N2CCOCC2)c2ccc(OCc3ccccc3)nc2)cc1OC. The reactants are COc1ccc(C(=CC(=O)N2CCOCC2)c2ccc(Cl)nc2)cc1OC, [H-], [Na+], OCc1ccccc1. Reaction SMILES: [Cl:9][c:10]1[n:11][cH:12][c:13]([C:16](=[CH:17][C:18](=[O:19])[N:20]2[CH2:21][CH2:22][O:23][CH2:24][CH2:25]2)[c:26]2[cH:27][c:28]([O:34][CH3:35])[c:29]([O:32][CH3:33])[cH:30][cH:31]2)[cH:14][cH:15]1.[H-:36].[Na+:37].[OH:1][CH2:2][c:3]1[cH:4][cH:5][cH:6][cH:7][cH:8]1>>[O:1]([CH2:2][c:3]1[cH:4][cH:5][cH:6][cH:7][cH:8]1)[c:10]1[n:11][cH:12][c:13]([C:16](=[CH:17][C:18](=[O:19])[N:20]2[CH2:21][CH2:22][O:23][CH2:24][CH2:25]2)[c:26]2[cH:27][c:28]([O:34][CH3:35])[c:29]([O:32][CH3:33])[cH:30][cH:31]2)[cH:14][cH:15]1. Reactants: [N+](=O)([O-])C=1C=C(CN)C=CC1 (3-nitrobenzylamine), ClC=1C2=C(N=C(N1)C1=CC=NC=C1)SC=C2C (4-chloro-2-(pyridin-4-yl)-5-methyl-thieno-[2,3-d]-pyrimidine). The product is N1=CC=C(C=C1)C=1N=C(C2=C(N1)SC=C2C)NCC2=CC(=CC=C2)[N+](=O)[O-] (2-(pyridin-4-yl)-4-(3-nitrobenzylamino)-5-methyl-thieno-[2,3-d]-pyrimidine). Reaction SMILES: [N+:1]([C:4]1[CH:5]=[C:6]([CH:9]=[CH:10][CH:11]=1)[CH2:7][NH2:8])([O-:3])=[O:2].Cl[C:13]1[C:14]2[C:27]([CH3:28])=[CH:26][S:25][C:15]=2[N:16]=[C:17]([C:19]2[CH:24]=[CH:23][N:22]=[CH:21][CH:20]=2)[N:18]=1>>[N:22]1[CH:21]=[CH:20][C:19]([C:17]2[N:18]=[C:13]([NH:8][CH2:7][C:6]3[CH:9]=[CH:10][CH:11]=[C:4]([N+:1]([O-:3])=[O:2])[CH:5]=3)[C:14]3[C:27]([CH3:28])=[CH:26][S:25][C:15]=3[N:16]=2)=[CH:24][CH:23]=1. Procedure details: With the procedure of Example 1, the reaction of 3-nitrobenzylamine with 4-chloro-2-(pyridin-4-yl)-5-methyl-thieno-[2,3-d]-pyrimidine yields 2-(pyridin-4-yl)-4-(3-nitrobenzylamino)-5-methyl-thieno-[2,3-d]-pyrimidine. Starting materials: CC1(COc2ccc(Cl)cn2)CN(Cc2ccccc2)CC1c1ccc(Cl)cc1, Cc1ccccc1, CCN(C(C)C)C(C)C, CC(Cl)OC(=O)Cl. Yields the product CC1(COc2ccc(Cl)cn2)CNCC1c1ccc(Cl)cc1. RXN SMILES: [CH2:1]([c:2]1[cH:3][cH:4][cH:5][cH:6][cH:7]1)[N:8]1[CH2:9][C:10]([CH3:20])([CH2:21][O:22][c:23]2[n:24][cH:25][c:26]([Cl:29])[cH:27][cH:28]2)[CH:11]([c:13]2[cH:14][cH:15][c:16]([Cl:19])[cH:17][cH:18]2)[CH2:12]1.[CH3:46][c:47]1[cH:48][cH:49][cH:50][cH:51][cH:52]1.[CH:37]([N:38]([CH2:39][CH3:40])[CH:41]([CH3:42])[CH3:43])([CH3:44])[CH3:45].[Cl:30][C:31]([O:32][CH:33]([Cl:34])[CH3:35])=[O:36]>>[NH:8]1[CH2:9][C:10]([CH3:20])([CH2:21][O:22][c:23]2[n:24][cH:25][c:26]([Cl:29])[cH:27][cH:28]2)[CH:11]([c:13]2[cH:14][cH:15][c:16]([Cl:19])[cH:17][cH:18]2)[CH2:12]1.